From a dataset of the Open Reaction Database (ORD), a public repository of structured organic reaction records. describe an organic reaction: reactants, conditions, products, and yield The reactants are CCOc1cc(C(C)(C)C)ccc1C1=NC(C)(c2ccc(Cl)cc2)C(C)(c2ccc(Cl)cc2)N1C(=O)Cl, COC(=O)C1CNCCN1C. Yields the product CCOc1cc(C(C)(C)C)ccc1C1=NC(C)(c2ccc(Cl)cc2)C(C)(c2ccc(Cl)cc2)N1C(=O)N1CCN(C)C(C(=O)OC)C1. As a reaction SMILES: [C:1]([CH3:2])([CH3:3])([CH3:4])[c:5]1[cH:6][c:7]([O:35][CH2:36][CH3:37])[c:8]([C:11]2=[N:15][C:14]([CH3:16])([c:17]3[cH:18][cH:19][c:20]([Cl:23])[cH:21][cH:22]3)[C:13]([CH3:24])([c:25]3[cH:26][cH:27][c:28]([Cl:31])[cH:29][cH:30]3)[N:12]2[C:32](=[O:33])[Cl:34])[cH:9][cH:10]1.[CH3:38][O:39][C:40](=[O:41])[CH:42]1[N:43]([CH3:48])[CH2:44][CH2:45][NH:46][CH2:47]1>>[C:1]([CH3:2])([CH3:3])([CH3:4])[c:5]1[cH:6][c:7]([O:35][CH2:36][CH3:37])[c:8]([C:11]2=[N:15][C:14]([CH3:16])([c:17]3[cH:18][cH:19][c:20]([Cl:23])[cH:21][cH:22]3)[C:13]([CH3:24])([c:25]3[cH:26][cH:27][c:28]([Cl:31])[cH:29][cH:30]3)[N:12]2[C:32](=[O:33])[N:46]2[CH2:45][CH2:44][N:43]([CH3:48])[CH:42]([C:40]([O:39][CH3:38])=[O:41])[CH2:47]2)[cH:9][cH:10]1.